Dataset: the Open Reaction Database (ORD), a public repository of structured organic reaction records. Task: describe an organic reaction: reactants, conditions, products, and yield Starting materials: [Cl-].[NH4+] (ammonium chloride), C[Si](C)(C)[N-][Si](C)(C)C.[Li+] (Lithium bis(trimethylsilyl)amide), [Si](C)(C)(C(C)(C)C)OC1=CC=C(C=C1)CC(=O)OCC1=CC=CC=C1 (benzyl (4-{[tert-butyl(dimethyl)silyl]oxy}phenyl)acetate), C(C)(C)(C)OC(CBr)=O (t-butylbromoacteate). The solvent is C1CCOC1 (THF). Reaction conditions: time 30 minute. The product is [Si](C)(C)(C(C)(C)C)OC1=CC=C(C=C1)C(C(=O)OCC1=CC=CC=C1)CC(=O)OC(C)(C)C (1-Benzyl 4-tert-butyl 2-(4-{[tert-butyl(dimethyl)silyl]oxy}phenyl)succinate). Isolated yield 93.9%. As a reaction SMILES: C[Si]([N-][Si](C)(C)C)(C)C.[Li+].[Si:11]([O:18][C:19]1[CH:24]=[CH:23][C:22]([CH2:25][C:26]([O:28][CH2:29][C:30]2[CH:35]=[CH:34][CH:33]=[CH:32][CH:31]=2)=[O:27])=[CH:21][CH:20]=1)([C:14]([CH3:17])([CH3:16])[CH3:15])([CH3:13])[CH3:12].[C:36]([O:40][C:41](=[O:44])[CH2:42]Br)([CH3:39])([CH3:38])[CH3:37].[Cl-].[NH4+]>C1COCC1>[Si:11]([O:18][C:19]1[CH:24]=[CH:23][C:22]([CH:25]([CH2:42][C:41]([O:40][C:36]([CH3:39])([CH3:38])[CH3:37])=[O:44])[C:26]([O:28][CH2:29][C:30]2[CH:35]=[CH:34][CH:33]=[CH:32][CH:31]=2)=[O:27])=[CH:21][CH:20]=1)([C:14]([CH3:16])([CH3:17])[CH3:15])([CH3:13])[CH3:12] |f:0.1,4.5|. Reported procedure: Lithium bis(trimethylsilyl)amide (1.06 M in THF; 12.6 mL, 13.3 mmol) was added dropwise over 10 min to a stirred solution of benzyl (4-{[tert-butyl(dimethyl)silyl]oxy}phenyl)acetate (4.32 g, 12.1 mmol) in THF (40 mL) at −78° C. under nitrogen. On completion of addition stirring was continued at −78° C. for 30 min then t-butylbromoacteate (2.82 g, 2.14 mL, 14.5 mmol) was added dropwise over 5 min. The reaction was allowed to warm slowly to room temperature over 4 h then saturated ammonium chlorid...